Dataset: the Open Reaction Database (ORD), a public repository of structured organic reaction records. Task: describe an organic reaction: reactants, conditions, products, and yield The reactants are CC(C)CCO, COC(=O)c1ncc(NC2CCNCC2)nc1N, COc1cc2nc(Cl)nc(N)c2cc1OC. Yields the product COC(=O)c1ncc(NC2CCN(c3nc(N)c4cc(OC)c(OC)cc4n3)CC2)nc1N. Reaction SMILES: [CH2:35]([OH:36])[CH2:37][CH:38]([CH3:39])[CH3:40].[CH3:1][O:2][C:3](=[O:4])[c:5]1[n:6][cH:7][c:8]([NH:12][CH:13]2[CH2:14][CH2:15][NH:16][CH2:17][CH2:18]2)[n:9][c:10]1[NH2:11].[NH2:19][c:20]1[n:21][c:22]([Cl:34])[n:23][c:24]2[cH:25][c:26]([O:32][CH3:33])[c:27]([O:30][CH3:31])[cH:28][c:29]12>>[CH3:1][O:2][C:3](=[O:4])[c:5]1[n:6][cH:7][c:8]([NH:12][CH:13]2[CH2:14][CH2:15][N:16]([c:22]3[n:21][c:20]([NH2:19])[c:29]4[c:24]([n:23]3)[cH:25][c:26]([O:32][CH3:33])[c:27]([O:30][CH3:31])[cH:28]4)[CH2:17][CH2:18]2)[n:9][c:10]1[NH2:11]. The reactants are CC(Br)c1cccc(Br)n1, Cc1ccc(C(=O)c2c[nH]c3ccccc3c2=O)nc1C, CN(C)C=O, [H-], [Na+]. Yields the product Cc1ccc(C(=O)c2cn(C(C)c3cccc(Br)n3)c3ccccc3c2=O)nc1C. RXN SMILES: [Br:24][c:25]1[n:26][c:27]([CH:31]([CH3:32])[Br:33])[cH:28][cH:29][cH:30]1.[CH3:1][c:2]1[cH:3][cH:4][c:5]([C:9](=[O:10])[c:11]2[cH:12][nH:13][c:14]3[cH:15][cH:16][cH:17][cH:18][c:19]3[c:20]2=[O:21])[n:6][c:7]1[CH3:8].[CH3:34][N:35]([CH3:36])[CH:37]=[O:38].[H-:22].[Na+:23]>>[CH3:1][c:2]1[cH:3][cH:4][c:5]([C:9](=[O:10])[c:11]2[cH:12][n:13]([CH:31]([c:27]3[n:26][c:25]([Br:24])[cH:30][cH:29][cH:28]3)[CH3:32])[c:14]3[cH:15][cH:16][cH:17][cH:18][c:19]3[c:20]2=[O:21])[n:6][c:7]1[CH3:8]. The reactants are [H-].[Na+] (Sodium hydride), CC(=O)C (acetone), O (Water), C(C)OP(OCC)(=O)CC1=CC(=CC=C1)C#N ((3-cyanobenzyl)phosphonic acid diethyl ester), Example 135. The solvent is O1CCCC1 (tetrahydrofuran). Yields the product CC(=CC=1C=C(C#N)C=CC1)C (3-(2-Methylpropenyl) benzonitrile). The yield is 28.0%. Reaction SMILES: [H-].[Na+].C(OP([CH2:11][C:12]1[CH:17]=[CH:16][CH:15]=[C:14]([C:18]#[N:19])[CH:13]=1)(=O)OCC)C.[CH3:20][C:21]([CH3:23])=O.O>O1CCCC1>[CH3:20][C:21]([CH3:23])=[CH:11][C:12]1[CH:13]=[C:14]([CH:15]=[CH:16][CH:17]=1)[C:18]#[N:19] |f:0.1|. Procedure: Sodium hydride (0.40 g, 10 mmol, 60% in oil) was suspended in tetrahydrofuran (5 mL), (3-cyanobenzyl)phosphonic acid diethyl ester obtained in Preparation Example 135 (2.53 g, 10 mmol) was added dropwise under stirring at room temperature. After stirring for 1 hour at 60° C., the solution was allowed to room temperature, acetone (0.92 g, 20 mmol) was added dropwise, and the solution was further stirred for 30 minutes at room temperature. Water (100 mL) was added to the reaction solution, which w... Reactants: CC(C)(C)OC(=O)Nc1ccccc1NC(=O)c1ccc(-c2ncc(C=O)cc2C#N)cc1, CC(=O)O[BH-](OC(C)=O)OC(C)=O, ClCCl, O=C(CN1CCNCC1)N1CCCC1, [Na+]. Product: CC(C)(C)OC(=O)Nc1ccccc1NC(=O)c1ccc(-c2ncc(CN3CCN(CC(=O)N4CCCC4)CC3)cc2C#N)cc1. As a reaction SMILES: [C:1]([CH3:2])([CH3:3])([CH3:4])[O:5][C:6](=[O:7])[NH:8][c:9]1[c:10]([NH:15][C:16]([c:17]2[cH:18][cH:19][c:20](-[c:23]3[n:24][cH:25][c:26]([CH:31]=[O:32])[cH:27][c:28]3[C:29]#[N:30])[cH:21][cH:22]2)=[O:33])[cH:11][cH:12][cH:13][cH:14]1.[C:48]([O:49][BH-:50]([O:51][C:52](=[O:53])[CH3:54])[O:55][C:56](=[O:57])[CH3:58])(=[O:59])[CH3:60].[Cl:62][CH2:63][Cl:64].[N:34]1([C:39](=[O:40])[CH2:41][N:42]2[CH2:43][CH2:44][NH:45][CH2:46][CH2:47]2)[CH2:35][CH2:36][CH2:37][CH2:38]1.[Na+:61]>>[C:1]([CH3:2])([CH3:3])([CH3:4])[O:5][C:6](=[O:7])[NH:8][c:9]1[c:10]([NH:15][C:16]([c:17]2[cH:18][cH:19][c:20](-[c:23]3[n:24][cH:25][c:26]([CH2:31][N:45]4[CH2:44][CH2:43][N:42]([CH2:41][C:39]([N:34]5[CH2:35][CH2:36][CH2:37][CH2:38]5)=[O:40])[CH2:47][CH2:46]4)[cH:27][c:28]3[C:29]#[N:30])[cH:21][cH:22]2)=[O:33])[cH:11][cH:12][cH:13][cH:14]1. The reactants are CS(C)=O, FC(F)(F)c1cc(Cl)ncn1, CC(C)(C)OC(=O)N1CCOC(c2ccc(NC(=O)c3cn[nH]c3)cc2F)C1. Yields the product CC(C)(C)OC(=O)N1CCOC(c2ccc(NC(=O)c3cnn(-c4cc(C(F)(F)F)ncn4)c3)cc2F)C1. As a reaction SMILES: [CH3:40][S:41]([CH3:42])=[O:43].[Cl:29][c:30]1[n:31][cH:32][n:33][c:34]([C:36]([F:37])([F:38])[F:39])[cH:35]1.[F:1][c:2]1[c:3]([CH:16]2[O:17][CH2:18][CH2:19][N:20]([C:22](=[O:23])[O:24][C:25]([CH3:26])([CH3:27])[CH3:28])[CH2:21]2)[cH:4][cH:5][c:6]([NH:8][C:9](=[O:10])[c:11]2[cH:12][n:13][nH:14][cH:15]2)[cH:7]1>>[F:1][c:2]1[c:3]([CH:16]2[O:17][CH2:18][CH2:19][N:20]([C:22](=[O:23])[O:24][C:25]([CH3:26])([CH3:27])[CH3:28])[CH2:21]2)[cH:4][cH:5][c:6]([NH:8][C:9](=[O:10])[c:11]2[cH:12][n:13][n:14](-[c:30]3[n:31][cH:32][n:33][c:34]([C:36]([F:37])([F:38])[F:39])[cH:35]3)[cH:15]2)[cH:7]1. Starting materials: C(CCCCCCCCCCCCCCCCC)O (octadecanol), C(N)(=O)N1C(C=CC1=O)=O (N-carbamylmaleimide). Product: C(\C=C/C(NC(N)=O)=O)(=O)OCCCCCCCCCCCCCCCCCC (octadecyl maleurate). The yield is 97.0%. As a reaction SMILES: [CH2:1]([OH:19])[CH2:2][CH2:3][CH2:4][CH2:5][CH2:6][CH2:7][CH2:8][CH2:9][CH2:10][CH2:11][CH2:12][CH2:13][CH2:14][CH2:15][CH2:16][CH2:17][CH3:18].[C:20]([N:23]1[C:27](=[O:28])[CH:26]=[CH:25][C:24]1=[O:29])(=[O:22])[NH2:21]>>[C:27]([O:19][CH2:1][CH2:2][CH2:3][CH2:4][CH2:5][CH2:6][CH2:7][CH2:8][CH2:9][CH2:10][CH2:11][CH2:12][CH2:13][CH2:14][CH2:15][CH2:16][CH2:17][CH3:18])(=[O:28])/[CH:26]=[CH:25]\[C:24](=[O:29])[NH:23][C:20](=[O:22])[NH2:21]. Procedure: The addition of octadecanol to N-carbamylmaleimide under the conditions of Example G afforded a 97% yield of octadecyl maleurate. M.P.: 109°-11° C. (dec.); 1H NMR (CDCl3): δ10.5 (brs, 1H), 8.2 (br s, 1H), 6.3 (m, 2H), 5.4 (br s, 1H), 4.2 (t, 2H), 1.6 (m, 2H), 1.2 (m, 30H), 0.9 (t, 3H); HPLC (80% CH3CN/H2O, C18): Rt=12.8 minutes. Starting materials: ice, O1CCC2=C1C=CC(=C2)C=O (2,3-dihydrobenzofuran-5-carbaldehyde), CC(C)([O-])C.[Na+] (sodium t-butoxide), C(C)(=O)O (acetic acid), O (water), triethyl phosphonoacetate. The solvent is C1(=CC=CC=C1)C (toluene). Reaction conditions: time 1 hour. The product is O1CCC2=C1C=CC(=C2)/C=C/C(=O)OCC (Ethyl (E)-3-(2,3-Dihydrobenzofuran-5-yl)-2-propenoate). The yield is 369.3%. RXN SMILES: C[C:2]([CH3:5])([O-:4])C.[Na+].[O:7]1[C:11]2[CH:12]=[CH:13][C:14]([CH:16]=O)=[CH:15][C:10]=2[CH2:9][CH2:8]1.[C:18](O)(=[O:20])[CH3:19].O>C1(C)C=CC=CC=1>[O:7]1[C:11]2[CH:12]=[CH:13][C:14](/[CH:16]=[CH:19]/[C:18]([O:4][CH2:2][CH3:5])=[O:20])=[CH:15][C:10]=2[CH2:9][CH2:8]1 |f:0.1|. Procedure details: To an ice-cooled suspension of sodium t-butoxide (90.4 g, 941 mmols) in toluene (1 L) was added dropwise triethyl phosphonoacetate (211.0 g, 941 mmols) followed by 2,3-dihydrobenzofuran-5-carbaldehyde (115.9 g 782 mmols). The mixture was stirred for 1 hour and then acetic acid (12 g, 200 mmols) and water (604 mL) was added. The separated organic layer was washed with water (525 mL) followed by a saturated aqueous solution of sodium bicarbonate (263 mL) and concentrated under reduced pressure. Me... Product: O=C(O)CCC(=O)NCCS. Starting materials: CCO, Cl, NCCS, O=C1CCC(=O)O1, OCCN(CCO)CCO. As a reaction SMILES: [CH3:23][CH2:24][OH:25].[ClH:1].[NH2:2][CH2:3][CH2:4][SH:5].[O:16]=[C:17]1[CH2:18][CH2:19][C:20](=[O:21])[O:22]1.[OH:6][CH2:7][CH2:8][N:9]([CH2:10][CH2:11][OH:12])[CH2:13][CH2:14][OH:15]>>[NH:2]([CH2:3][CH2:4][SH:5])[C:20]([CH2:19][CH2:18][C:17](=[O:16])[OH:22])=[O:21]. Reactants: hexanes, C(C)(C)C1=C(C(=CC=2C(COC21)(C)C)NC2=CC=C(C=C2)OC)C (7-Isopropyl-5-[(4-methoxy-phenyl)-amino]-3,3,6-trimethyl-2,3-dihydro-benzofuran), C(CCC)[Li] (n-butyllithium), C(C)(C)C1=C(C(=CC=2C(COC21)(C)C)NC2=CC=C(C=C2)OC)C (7-Isopropyl-5-[(4-methoxy-phenyl)-amino]-3,3,6-trimethyl-2,3-dihydro-benzofuran), solution, IC(C)C (2-iodopropane). Run in O1CCCC1 (tetrahydrofuran). Yields the product C(C)(C)C1=C(C(=CC=2C(COC21)(C)C)N(C2=CC=C(C=C2)OC)C(C)C)C (7-Isopropyl-5-[isopropyl-(4-methoxy-phenyl)-amino]-3,3,6-trimethyl-2,3-dihydro-benzofuran). Yield: 7.0%. As a reaction SMILES: [CH:1]([C:4]1[C:12]2[O:11][CH2:10][C:9]([CH3:14])([CH3:13])[C:8]=2[CH:7]=[C:6]([NH:15][C:16]2[CH:21]=[CH:20][C:19]([O:22][CH3:23])=[CH:18][CH:17]=2)[C:5]=1[CH3:24])([CH3:3])[CH3:2].[CH2:25]([Li])[CH2:26][CH2:27]C.IC(C)C>O1CCCC1>[CH:1]([C:4]1[C:12]2[O:11][CH2:10][C:9]([CH3:13])([CH3:14])[C:8]=2[CH:7]=[C:6]([N:15]([CH:26]([CH3:27])[CH3:25])[C:16]2[CH:21]=[CH:20][C:19]([O:22][CH3:23])=[CH:18][CH:17]=2)[C:5]=1[CH3:24])([CH3:3])[CH3:2]. Procedure details: Following general procedure L and using 7-isopropyl-5-[(4-methoxy-phenyl)-amino]-3,3,6-trimethyl-2,3-dihydro-benzofuran (Compound 52, 0.6 g, 2.7 mmol), 1.6M solution of n-butyllithium in hexanes (2.2 mL, 3.5 mmol) and 2-iodopropane (0.9 g, 5.4 mmol) in 10mL of anhydrous tetrahydrofuran, the title compound (0.077 g, 7%) was obtained as a brown oil after separation from recovered 7-isopropyl-5-[(4-methoxy-phenyl)-amino]-3,3,6-trimethyl-2,3-dihydro-benzofuran (Compound 52, 0.2 g) by preparative nor...